This data is from the Open Reaction Database (ORD), a public repository of structured organic reaction records. The task is: describe an organic reaction: reactants, conditions, products, and yield Reactants: ClC(Cl)(Cl)Cl, Cc1ccc(-c2nsc(-c3ccc(F)cc3)n2)cc1, O=C1CCC(=O)N1Br. Product: Fc1ccc(-c2nc(-c3ccc(CBr)cc3)ns2)cc1. RXN SMILES: [Cl:28][C:29]([Cl:30])([Cl:31])[Cl:32].[F:1][c:2]1[cH:3][cH:4][c:5](-[c:8]2[n:9][c:10](-[c:13]3[cH:14][cH:15][c:16]([CH3:19])[cH:17][cH:18]3)[n:11][s:12]2)[cH:6][cH:7]1.[O:20]=[C:21]1[N:22]([Br:27])[C:23](=[O:24])[CH2:25][CH2:26]1>>[F:1][c:2]1[cH:3][cH:4][c:5](-[c:8]2[n:9][c:10](-[c:13]3[cH:14][cH:15][c:16]([CH2:19][Br:27])[cH:17][cH:18]3)[n:11][s:12]2)[cH:6][cH:7]1. Reactants: NC(C1=CC=C(C=C1)NC(C1=NN(C(N1)=O)C1=NC=CC=N1)C1=C(C(=CC(=C1)OC)OCCO)F)=NC(C1=CC=CC=C1)=O (N-[1-amino-1-(4-{[[2-fluoro-3-(2-hydroxyethoxy)-5-methoxyphenyl]-(5-oxo-1-pyrimidin-2-yl-4,5-dihydro-1H-[1,2,4]triazol-3-yl)methyl]amino}phenyl)methylidene]benzamide), C(O)([O-])=O.[K+] (potassium hydrogen carbonate), C[C@H](CCC)OC(OC(C)Cl)=O (carbonic acid 1-chloroethyl ester (R)-1-methylbutyl ester). Solvent: CN(C)C=O (DMF). Reaction conditions: temperature 55 celsius, time 18 hour. The product is C[C@H](CCC)OC(OC(C)OC=1N(N=C(N1)C(C1=C(C(=CC(=C1)OC)OCCO)F)NC1=CC=C(C=C1)C(=NC(C1=CC=CC=C1)=O)N)C1=NC=CC=N1)=O (Carbonic acid 1-(5-{(4-{amino[benzoylimino]methyl}phenylamino)-[2-fluoro-3-(2-hydroxyethoxy)-5-methoxyphenyl]methyl}-2-pyrimidin-2-yl-2H-[1,2,4]triazol-3-yloxy)ethyl ester (R)-1-methylbutyl ester). Yield: 68.6%. As a reaction SMILES: [NH2:1][C:2](=[N:36][C:37](=[O:44])[C:38]1[CH:43]=[CH:42][CH:41]=[CH:40][CH:39]=1)[C:3]1[CH:8]=[CH:7][C:6]([NH:9][CH:10]([C:23]2[CH:28]=[C:27]([O:29][CH3:30])[CH:26]=[C:25]([O:31][CH2:32][CH2:33][OH:34])[C:24]=2[F:35])[C:11]2[NH:15][C:14](=[O:16])[N:13]([C:17]3[N:22]=[CH:21][CH:20]=[CH:19][N:18]=3)[N:12]=2)=[CH:5][CH:4]=1.C(=O)([O-])O.[K+].[CH3:50][C@@H:51]([O:55][C:56](=[O:61])[O:57][CH:58](Cl)[CH3:59])[CH2:52][CH2:53][CH3:54]>CN(C=O)C>[CH3:50][C@@H:51]([O:55][C:56](=[O:61])[O:57][CH:58]([O:16][C:14]1[N:13]([C:17]2[N:18]=[CH:19][CH:20]=[CH:21][N:22]=2)[N:12]=[C:11]([CH:10]([NH:9][C:6]2[CH:7]=[CH:8][C:3]([C:2]([NH2:1])=[N:36][C:37](=[O:44])[C:38]3[CH:39]=[CH:40][CH:41]=[CH:42][CH:43]=3)=[CH:4][CH:5]=2)[C:23]2[CH:28]=[C:27]([O:29][CH3:30])[CH:26]=[C:25]([O:31][CH2:32][CH2:33][OH:34])[C:24]=2[F:35])[N:15]=1)[CH3:59])[CH2:52][CH2:53][CH3:54] |f:1.2|. Procedure: To a mixture of N-[1-amino-1-(4-{[[2-fluoro-3-(2-hydroxyethoxy)-5-methoxyphenyl]-(5-oxo-1-pyrimidin-2-yl-4,5-dihydro-1H-[1,2,4]triazol-3-yl)methyl]amino}phenyl)methylidene]benzamide (Example 1a, 150 mg) and DMF (3 mL), potassium hydrogen carbonate (150 mg) and carbonic acid 1-chloroethyl ester (R)-1-methylbutyl ester (150 mg) were sequentially added, and the resulting mixture was stirred at 55° C. for 18 hours. The reaction mixture was purified by reverse phase silica gel column chromatography (... Reactants: [Al+3], [Cl-], [Cl-], [Cl-], CC(Cl)Cl, Cl, O=C1CCC(=O)O1, O, c1ccc2ccccc2c1. The product is O=C(O)CCC(=O)c1ccc2ccccc2c1. RXN SMILES: [Al+3:19].[Cl-:18].[Cl-:20].[Cl-:21].[Cl:22][CH:23]([Cl:24])[CH3:25].[ClH:27].[O:11]=[C:12]1[CH2:13][CH2:14][C:15](=[O:16])[O:17]1.[OH2:26].[cH:1]1[cH:2][cH:3][c:4]2[cH:5][cH:6][cH:7][cH:8][c:9]2[cH:10]1>>[c:1]1([C:15]([CH2:14][CH2:13][C:12](=[O:11])[OH:17])=[O:16])[cH:2][cH:3][c:4]2[cH:5][cH:6][cH:7][cH:8][c:9]2[cH:10]1. Starting materials: CCCC[N+](CCCC)(CCCC)CCCC.[F-].C1CCOC1 (TBAF THF), [C@@H]1([C@H](O)[C@H](O)[C@@H](CO)O1)N1C(=O)N=C(N)C=C1 (cytidine), [C@@H]1([C@H](O)[C@H](O)[C@@H](CO)O1)N1C(=O)NC(=O)C=C1 (uridine), aldehydes, NOCO[C@H]1[C@@H](O[C@@H]([C@H]1O)CO)N1C(=O)NC(=O)C=C1 (2′-O-aminooxymethyl uridine), C=C(C)CCC[C@@H](C)[C@H]1CC[C@H]2[C@@H]3CCC4CC(CC[C@]4(C)[C@H]3CC[C@]12C)=O (cholesten-3-one), S(=O)(=O)(C1=CC=CC=2C(N(C)C)=CC=CC12)Cl (dansyl chloride), [C@@H]1([C@H](O)[C@H](O)[C@@H](CO)O1)N1C(=O)NC(=O)C=C1 (uridine). Run in C1CCOC1 (THF). Product: 19, CCCC[N+](CCCC)(CCCC)CCCC.[F-] (TBAF), [C@@H]1([C@H](O)[C@H](O)[C@@H](CO)O1)N1C(=O)NC(=O)C=C1 (uridine). Reaction SMILES: NOC[O:4][C@@H:5]1[C@H:9]([OH:10])[C@@H:8]([CH2:11][OH:12])[O:7][C@H:6]1[N:13]1[CH:20]=[CH:19][C:17](=[O:18])[NH:16][C:14]1=[O:15].C=C(CCC[C@H]([C@@H]1[C@]2(C)[C@H]([C@H]3[C@H](CC2)[C@]2(C)C(CC(=O)CC2)CC3)CC1)C)C.S(Cl)(C1C2C=CC=C(N(C)C)C=2C=CC=1)(=O)=O.[C@@H]1(N2C=CC(=O)NC2=O)O[C@H](CO)[C@@H](O)[C@H]1O.[CH3:83][CH2:84][CH2:85][CH2:86][N+:87]([CH2:96][CH2:97][CH2:98][CH3:99])([CH2:92][CH2:93][CH2:94][CH3:95])[CH2:88][CH2:89][CH2:90][CH3:91].[F-:100].C1COCC1.[C@@H]1(N2C=CC(N)=NC2=O)O[C@H](CO)[C@@H](O)[C@H]1O>C1COCC1>[CH3:95][CH2:94][CH2:93][CH2:92][N+:87]([CH2:96][CH2:97][CH2:98][CH3:99])([CH2:86][CH2:85][CH2:84][CH3:83])[CH2:88][CH2:89][CH2:90][CH3:91].[F-:100].[C@@H:6]1([N:13]2[CH:20]=[CH:19][C:17](=[O:18])[NH:16][C:14]2=[O:15])[O:7][C@H:8]([CH2:11][OH:12])[C@@H:9]([OH:10])[C@H:5]1[OH:4] |f:4.5.6,9.10|. Procedure: In contrast to the oximation of aldehydes with 5a, its reaction with cholesten-3-one (7) and dansyl chloride gave, as expected, the permanent uridine 2′-conjugates 8 and 19, respectively. These conjugates were both found stable to TBAF/THF under the conditions used for the conversion of 6a-d, 10, 12, 14, and 16 to uridine or cytidine. Indeed, treatment of 19 with 0.5 M TBAF in THF for 72 h at 55° C. produced uridine to the extent of less than 1%, as determined by RP-HPLC analysis of the reaction... The reactants are CC(C)(C)OO, CCCCCCCCCCC#Cc1cccc(CC=CO)c1, CC(C)[O-], CC(C)[O-], CC(C)[O-], CC(C)[O-], CC(C)OC(=O)C(O)C(O)C(=O)OC(C)C, ClCCl, [Ti+4]. Yields the product CCCCCCCCCCC#Cc1cccc(C2OC2CO)c1. RXN SMILES: [C:17]([O:18][OH:19])([CH3:20])([CH3:21])[CH3:22].[C:23](#[C:24][CH2:25][CH2:26][CH2:27][CH2:28][CH2:29][CH2:30][CH2:31][CH2:32][CH2:33][CH3:34])[c:35]1[cH:36][c:37]([CH2:41][CH:42]=[CH:43][OH:44])[cH:38][cH:39][cH:40]1.[CH3:48][CH:49]([CH3:50])[O-:51].[CH3:53][CH:54]([CH3:55])[O-:56].[CH3:57][CH:58]([CH3:59])[O-:60].[CH3:61][CH:62]([CH3:63])[O-:64].[CH:1]([O:4][C:2]([CH:3]([CH:5]([C:6]([O:7][CH:8]([CH3:9])[CH3:10])=[O:11])[OH:12])[OH:13])=[O:14])([CH3:15])[CH3:16].[Cl:45][CH2:46][Cl:47].[Ti+4:52]>>[O:4]1[CH:41]([c:37]2[cH:36][c:35]([C:23]#[C:24][CH2:25][CH2:26][CH2:27][CH2:28][CH2:29][CH2:30][CH2:31][CH2:32][CH2:33][CH3:34])[cH:40][cH:39][cH:38]2)[CH:42]1[CH2:43][OH:44]. Starting materials: BrCC(=O)C1=CC(=C(C=C1)Cl)S(N(C)C)(=O)=O (2-bromo-4'-chloro-3'-dimethylsulfamoyl-acetophenone), CNC(NC1=C(C=C(C=C1)C)C)=S (3-methyl-1-(2,4-dimethylphenyl)thiourea), C(C)(=O)OCC (ethyl acetate), C(C)(C)OC(C)C (diisopropyl ether). Run in C(C)(=O)O (acetic acid). Run at time 20 minute. The product is Br.ClC1=C(C=C(C=C1)C=1N(C(SC1)=NC1=C(C=C(C=C1)C)C)C)S(N(C)C)(=O)=O (4-(4-Chloro-3-dimethylsulfamoylphenyl)-3-methyl-2-(2,4-dimethylphenyl-imino)-4-thiazoline hydrobromide). Reaction SMILES: [Br:1][CH2:2][C:3]([C:5]1[CH:10]=[CH:9][C:8]([Cl:11])=[C:7]([S:12](=[O:17])(=[O:16])[N:13]([CH3:15])[CH3:14])[CH:6]=1)=O.[CH3:18][NH:19][C:20](=[S:30])[NH:21][C:22]1[CH:27]=[CH:26][C:25]([CH3:28])=[CH:24][C:23]=1[CH3:29].C(OCC)(=O)C.C(OC(C)C)(C)C>C(O)(=O)C>[BrH:1].[Cl:11][C:8]1[CH:9]=[CH:10][C:5]([C:3]2[N:19]([CH3:18])[C:20](=[N:21][C:22]3[CH:27]=[CH:26][C:25]([CH3:28])=[CH:24][C:23]=3[CH3:29])[S:30][CH:2]=2)=[CH:6][C:7]=1[S:12](=[O:17])(=[O:16])[N:13]([CH3:15])[CH3:14] |f:5.6|. Reported procedure: 3.41 g (0.01 mole) of 2-bromo-4'-chloro-3'-dimethylsulfamoyl-acetophenone are added to a solution of 1.83 g (0.01 mole) of 3-methyl-1-(2,4-dimethylphenyl)thiourea in 60 ml of glacial acetic acid and the mixture is stirred at room temperature for 20 minutes. It is then boiled for 20 minutes under a reflux condenser and allowed to cool, 60 ml of ethyl acetate or diisopropyl ether are added to the reaction mixture and the crystals are filtered off. Melting point 260°-264° C. (with decomposition). Reactants: COC([C@@H](NC(=O)OCC1C2=CC=CC=C2C=2C=CC=CC12)COC1(C2=CC=CC=C2C=2C=CC=CC12)C1=CC=CC=C1)=O (Nα -(9-fluorenylmethoxycarbonyl)-O-(9-phenyl-9H-fluoren-9-yl)-L-serine methyl ester). The yield is 97.0%. Solvent: N1CCCCC1 (piperidine). The product is COC([C@@H](N)COC1(C2=CC=CC=C2C=2C=CC=CC12)C1=CC=CC=C1)=O (O-(9-phenyl-9H-fluoren-9-yl)-L-serine methyl ester). Run at time 0.5 hour. Procedure: The crude Nα -(9-fluorenylmethoxycarbonyl)-O-(9-phenyl-9H-fluoren-9-yl)-L-serine methyl ester from Step 1 (Method A) was dissolved in piperidine (5 mL) and the mixture stirred at 60 (C for 0.5 h. After evaporation of the solvent the residue was chromatographed on silica gel with ethyl acetate to give 6.96 g (yield 97%) O-(9-phenyl-9H-fluoren-9-yl)-L-serine methyl ester as a viscous oil. 1H NMR (CDCl3, 300 MHz) δ: 7.65 (d, 2H), 7.40-7.05 (m, 11H), 3.65 (s, 3H), 3.46 (t, 1H), 3.30-3.10 (m, 2H), 1.... Reaction SMILES: [CH3:1][O:2][C:3](=[O:44])[C@H:4]([CH2:23][O:24][C:25]1([C:38]2[CH:43]=[CH:42][CH:41]=[CH:40][CH:39]=2)[C:37]2[CH:36]=[CH:35][CH:34]=[CH:33][C:32]=2[C:31]2[C:26]1=[CH:27][CH:28]=[CH:29][CH:30]=2)[NH:5]C(OCC1C2C=CC=CC=2C2C1=CC=CC=2)=O>N1CCCCC1>[CH3:1][O:2][C:3](=[O:44])[C@H:4]([CH2:23][O:24][C:25]1([C:38]2[CH:43]=[CH:42][CH:41]=[CH:40][CH:39]=2)[C:26]2[CH:27]=[CH:28][CH:29]=[CH:30][C:31]=2[C:32]2[C:37]1=[CH:36][CH:35]=[CH:34][CH:33]=2)[NH2:5]. The reactants are C(#N)C=1C=C(C(=O)O)C=CC1 (3-cyanobenzoic acid), B.O1CCCC1 (Borane tetrahydrofuran). The solvent is O1CCCC1 (tetrahydrofuran). Conditions: time 3 hour. Product: NCC=1C=C(CO)C=CC1 (3-(Aminomethyl)benzyl alcohol). Yield: 96.3%. RXN SMILES: [C:1]([C:3]1[CH:4]=[C:5]([CH:9]=[CH:10][CH:11]=1)[C:6](O)=[O:7])#[N:2].B.O1CCCC1>O1CCCC1>[NH2:2][CH2:1][C:3]1[CH:4]=[C:5]([CH:9]=[CH:10][CH:11]=1)[CH2:6][OH:7] |f:1.2|. Reported procedure: A 20 g sample of 3-cyanobenzoic acid (12) (136 mmol) was suspended in 100 mL of dry tetrahydrofuran (THF). Borane-tetrahydrofuran complex (400 mL of 1.0 M solution in THF) was added dropwise over one hour and then stirred for an additional 3 hours. The reaction was quenched with 220 mL of concentrated HCl:water (1:1) to cleave the borane-alcohol complex. The THF was then evaporated off under vacuum. Solid NaOH pellets, 70 g total, were added slowly to neutralize the acid and bring the pH of the ... The reactants are CN(C)C=O, CCC(=O)c1c(CC)n(Cc2ccccc2Cl)c2cc(C(N)=O)ccc12, N, O, O=P(Cl)(Cl)Cl. Product: CCC(=O)c1c(CC)n(Cc2ccccc2Cl)c2cc(C#N)ccc12. Reaction SMILES: [CH3:34][N:35]([CH3:36])[CH:37]=[O:38].[Cl:6][c:7]1[c:8]([CH2:9][n:10]2[c:11]([CH2:26][CH3:27])[c:12]([C:22]([CH2:23][CH3:24])=[O:25])[c:13]3[cH:14][cH:15][c:16]([C:19](=[O:20])[NH2:21])[cH:17][c:18]23)[cH:28][cH:29][cH:30][cH:31]1.[NH3:33].[OH2:32].[P:1]([Cl:2])([Cl:3])([Cl:4])=[O:5]>>[Cl:6][c:7]1[c:8]([CH2:9][n:10]2[c:11]([CH2:26][CH3:27])[c:12]([C:22]([CH2:23][CH3:24])=[O:25])[c:13]3[cH:14][cH:15][c:16]([C:19]#[N:21])[cH:17][c:18]23)[cH:28][cH:29][cH:30][cH:31]1.